From a dataset of the Open Reaction Database (ORD), a public repository of structured organic reaction records. describe an organic reaction: reactants, conditions, products, and yield Reactants: CC(=O)C1=CC=C(C=C1)N (4-aminoacetophenone), [N-]=C=O.C(C)OC(CN)=O (glycine ethyl ester isocyanate), Cl.NO (hydroxylamine hydrochloride), C(OC)(OC)OC (trimethyl orthoformate). Run in C1CCOC1 (THF), C1CCOC1 (THF), N1=CC=CC=C1 (pyridine). Reaction conditions: time 3 hour. Product: ON=C(C)C1=CC=C(C=C1)NC(=O)NCC(=O)OCC (N-[4-(1-hydroxyiminoethyl)phenyl]-N'-ethoxycarbonylmethylurea). Reaction SMILES: [CH3:1][C:2]([C:4]1[CH:9]=[CH:8][C:7]([NH2:10])=[CH:6][CH:5]=1)=O.[N-:11]=[C:12]=[O:13].[CH2:14]([O:16][C:17](=[O:20])[CH2:18]N)[CH3:15].Cl.[NH2:22][OH:23].C(OC)(OC)OC>C1COCC1.N1C=CC=CC=1>[OH:23][N:22]=[C:2]([C:4]1[CH:9]=[CH:8][C:7]([NH:10][C:12]([NH:11][CH2:18][C:17]([O:16][CH2:14][CH3:15])=[O:20])=[O:13])=[CH:6][CH:5]=1)[CH3:1] |f:1.2,3.4|. Procedure: A solution of 0.02 mol 4-aminoacetophenone in 40 mL THF is added dropwise to a solution of 0.02 mol of glycine ethyl ester isocyanate and 5 mL pyridine in 40 mL THF, and the reaction mixture is stirred for 3 hours. The solvent is then removed by rotary evaporator. The residue is dispersed in 50 mL CH3OH, and 0.022 mol hydroxylamine hydrochloride and 0.06 mol trimethyl orthoformate are added. The reaction mixture is heated to reflux for 10 hours. The solvent is removed by rotary evaporator. Addit... Starting materials: C1CCOC1, CCN(Cc1nc(-c2cccc(C(=O)OC)c2)oc1C)c1ccc(C(O)(C(F)(F)F)C(F)(F)F)cc1, CCOCC, Cl, [Li+], [OH-], O. Yields the product CCN(Cc1nc(-c2cccc(C(=O)O)c2)oc1C)c1ccc(C(O)(C(F)(F)F)C(F)(F)F)cc1. As a reaction SMILES: [CH2:45]1[O:46][CH2:47][CH2:48][CH2:49]1.[CH3:1][O:2][C:3]([c:4]1[cH:5][c:6](-[c:10]2[o:11][c:12]([CH3:35])[c:13]([CH2:15][N:16]([c:17]3[cH:18][cH:19][c:20]([C:23]([C:24]([F:25])([F:26])[F:27])([C:28]([F:29])([F:30])[F:31])[OH:32])[cH:21][cH:22]3)[CH2:33][CH3:34])[n:14]2)[cH:7][cH:8][cH:9]1)=[O:36].[CH3:40][CH2:41][O:42][CH2:43][CH3:44].[ClH:39].[Li+:38].[OH-:37].[OH2:50]>>[O:2]=[C:3]([c:4]1[cH:5][c:6](-[c:10]2[o:11][c:12]([CH3:35])[c:13]([CH2:15][N:16]([c:17]3[cH:18][cH:19][c:20]([C:23]([C:24]([F:25])([F:26])[F:27])([C:28]([F:29])([F:30])[F:31])[OH:32])[cH:21][cH:22]3)[CH2:33][CH3:34])[n:14]2)[cH:7][cH:8][cH:9]1)[OH:36].